Task: describe an organic reaction: reactants, conditions, products, and yield. Dataset: the Open Reaction Database (ORD), a public repository of structured organic reaction records The reactants are C(C)(CC)C1=CC=CC=C1 (sec-butylbenzene), C(C)#N (acetonitrile), ON1C(C=2C(C1=O)=CC=CC2)=O (N-hydroxyphthalimide), O=O (oxygen), C(C)(CC)C1=CC=CC=C1 (secbutylbenzene). The solvent is C(C)(CC)OO (sec-butyl hydroperoxide). Product: C(C)(=O)C1=CC=CC=C1 (acetophenone). Isolated yield 11.0%. Reaction SMILES: [CH:1]([C:5]1[CH:10]=[CH:9][CH:8]=[CH:7][CH:6]=1)(CC)[CH3:2].C(#N)C.[OH:14]N1C(=O)C2=CC=CC=C2C1=O.O=O>C(OO)(CC)C>[C:1]([C:5]1[CH:10]=[CH:9][CH:8]=[CH:7][CH:6]=1)(=[O:14])[CH3:2]. Procedure: A solution of 10 mL of sec-butylbenzene (64.3 mmoles), 3.75 mL of acetonitrile and 0.64 mmoles of N-hydroxyphthalimide is stirred at 70° C. for 24 hours in an atmosphere of oxygen at a pressure of 1 bar. 1H-NMR analysis of the reaction mixture showed a secbutylbenzene conversion of 20% with a selectivity in sec-butyl hydroperoxide of 89% (result confirmed by iodometric titration) and 11% of acetophenone. The acetonitrile is removed by distillation and 0.57 mmoles of N-hydroxyphthalimide are reco... Reactants: C(#N)C=1C=C2C(=C(NC2=CC1)O)C1=[N+](C=C(C=C1)CN1[C@H]2[C@@H](CC1)CN(C2)C(=O)OCC)[O-] (2-(5-cyano-2-hydroxy-1H-indol-3-yl)-5-(((3aS,6aS)-5-(ethoxy-carbonyl)hexahydropyrrolo[3,4-b]pyrrol-1(2H)-yl)methyl)pyridine 1-oxide), P(Cl)(Cl)Cl (phosphorus trichloride). Yields the product C(#N)C=1C=C2C(=C(NC2=CC1)O)C1=CC=C(C=N1)CN1[C@H]2[C@@H](CC1)CN(C2)C(=O)OCC ((3aS,6aS)-Ethyl 1-((6-(5-cyano-2-hydroxy-1H-indol-3-yl)pyridin-3-yl)methyl)hexahydropyrrolo[3,4-b]pyrrole-5(1H)-carboxylate). As a reaction SMILES: [C:1]([C:3]1[CH:4]=[C:5]2[C:9](=[CH:10][CH:11]=1)[NH:8][C:7]([OH:12])=[C:6]2[C:13]1[CH:18]=[CH:17][C:16]([CH2:19][N:20]2[CH2:24][CH2:23][C@H:22]3[CH2:25][N:26]([C:28]([O:30][CH2:31][CH3:32])=[O:29])[CH2:27][C@@H:21]23)=[CH:15][N+:14]=1[O-])#[N:2].P(Cl)(Cl)Cl>>[C:1]([C:3]1[CH:4]=[C:5]2[C:9](=[CH:10][CH:11]=1)[NH:8][C:7]([OH:12])=[C:6]2[C:13]1[N:14]=[CH:15][C:16]([CH2:19][N:20]2[CH2:24][CH2:23][C@H:22]3[CH2:25][N:26]([C:28]([O:30][CH2:31][CH3:32])=[O:29])[CH2:27][C@@H:21]23)=[CH:17][CH:18]=1)#[N:2]. Reported procedure: The titled compound was prepared in analogy to example 4.2 starting from 2-(5-cyano-2-hydroxy-1H-indol-3-yl)-5-(((3aS,6aS)-5-(ethoxy-carbonyl)hexahydropyrrolo[3,4-b]pyrrol-1(2H)-yl)methyl)pyridine 1-oxide (100 mg) and phosphorus trichloride (123 mg). The obtained crude product was used without further purification in the next reaction step. The reactants are BrC1=C(C=CC=2N=CNC21)N (4-bromo-5-aminobenzimidazole), C[Sn](C)(C)C (tetramethyltin). The reagents and catalysts are C1=CC=C(C=C1)P(C2=CC=CC=C2)C3=CC=CC=C3.C1=CC=C(C=C1)P(C2=CC=CC=C2)C3=CC=CC=C3.Cl[Pd]Cl (bis(triphenylphosphine)palladium (II) chloride). Solvent: CN(C)C=O (DMF). Reaction conditions: temperature 145 celsius, time 12 hour. Product: CC1=C(C=CC=2N=CNC21)N (4-methyl-5-aminobenzimidazole). The yield is 98.8%. As a reaction SMILES: Br[C:2]1[C:10]2[NH:9][CH:8]=[N:7][C:6]=2[CH:5]=[CH:4][C:3]=1[NH2:11].[CH3:12][Sn](C)(C)C>CN(C=O)C.C1C=CC(P(C2C=CC=CC=2)C2C=CC=CC=2)=CC=1.C1C=CC(P(C2C=CC=CC=2)C2C=CC=CC=2)=CC=1.Cl[Pd]Cl>[CH3:12][C:2]1[C:10]2[NH:9][CH:8]=[N:7][C:6]=2[CH:5]=[CH:4][C:3]=1[NH2:11] |f:3.4.5|. Procedure details: A solution of 4-bromo-5-aminobenzimidazole (180 mg, 0.84 mmol), tetramethyltin (330 mg, 2.4 mmol) and bis(triphenylphosphine)palladium (II) chloride (20 mg) in 5 ml of anhydrous DMF was placed in sealed tube and stirred for 12 h at 145° C. The reaction mixture was concentrated in vacuo, yielding an oily residue which was subjected to column chromatographic separation (NH3 sat'd 10% MeOH/EtOAc) to yield 140 mg (0.83 mmol, >95 %) of 4-methyl-5-aminobenzimidazole. Reactants: C(C)S(=O)(=O)N1CCC(CC1)C1=CNC2=C(C=C(C=C12)C1=CC=C(C=C1)C=NOC)C(=O)N (3-[1-(ethylsulfonyl)-4-piperidinyl]-5-(4-{[(methyloxy)imino]methyl}phenyl)-1H-indole-7-carboxamide), Cl (HCl), C(#N)[BH3-].[Na+] (sodium cyanoborohydride), Cl (HCl), C(#N)[BH3-].[Na+] (Sodium cyanoborohydride), Cl (HCl). The solvent is C(Cl)Cl (DCM), CO (MeOH), O1CCOCC1 (1,4-dioxane), O1CCOCC1 (1,4-dioxane), O1CCOCC1 (1,4-dioxane). Run at temperature 0 celsius, time 8 hour. Yields the product C(C)S(=O)(=O)N1CCC(CC1)C1=CNC2=C(C=C(C=C12)C1=CC=C(C=C1)CNOC)C(=O)N (3-[1-(ethylsulfonyl)-4-piperidinyl]-5-(4-{[(methyloxy)amino]methyl}phenyl)-1H-indole-7-carboxamide). Isolated yield 70.2%. RXN SMILES: [CH2:1]([S:3]([N:6]1[CH2:11][CH2:10][CH:9]([C:12]2[C:20]3[C:15](=[C:16]([C:31]([NH2:33])=[O:32])[CH:17]=[C:18]([C:21]4[CH:26]=[CH:25][C:24]([CH:27]=[N:28][O:29][CH3:30])=[CH:23][CH:22]=4)[CH:19]=3)[NH:14][CH:13]=2)[CH2:8][CH2:7]1)(=[O:5])=[O:4])[CH3:2].Cl.C([BH3-])#N.[Na+]>C(Cl)Cl.CO.O1CCOCC1>[CH2:1]([S:3]([N:6]1[CH2:7][CH2:8][CH:9]([C:12]2[C:20]3[C:15](=[C:16]([C:31]([NH2:33])=[O:32])[CH:17]=[C:18]([C:21]4[CH:26]=[CH:25][C:24]([CH2:27][NH:28][O:29][CH3:30])=[CH:23][CH:22]=4)[CH:19]=3)[NH:14][CH:13]=2)[CH2:10][CH2:11]1)(=[O:5])=[O:4])[CH3:2] |f:2.3|. Procedure: To a solution of 3-[1-(ethylsulfonyl)-4-piperidinyl]-5-(4-{[(methyloxy)imino]methyl}phenyl)-1H-indole-7-carboxamide (21.5 mg, 0.046 mmol) in DCM (3.0 mL) and MeOH (3.0 mL) was added drops of HCl in 1,4-dioxane to maintain pH=4 at 0° C. Sodium cyanoborohydride (29 mg, 0.46 mmol) was then added and stirred overnight at room temperature. Additional HCl in 1,4-dioxane was added to maintain pH=4 in addition to sodium cyanoborohydride (45 mg, 0.72 mmol). Reaction mixture then stirred over 48 h. Additi... Starting materials: C=C1CCN(C(=O)OC(C)(C)C)CC1, O=C1CCC(=O)N1Cl, CN(C)C=O, ON=CC#Cc1ccccc1. The product is CC(C)(C)OC(=O)N1CCC2(CC1)CC(C#Cc1ccccc1)=NO2. Reaction SMILES: [CH2:20]=[C:21]1[CH2:22][CH2:23][N:24]([C:27](=[O:28])[O:29][C:30]([CH3:31])([CH3:32])[CH3:33])[CH2:25][CH2:26]1.[Cl:12][N:13]1[C:14](=[O:15])[CH2:16][CH2:17][C:18]1=[O:19].[O:34]=[CH:35][N:36]([CH3:37])[CH3:38].[c:1]1([C:7]#[C:8][CH:9]=[N:10][OH:11])[cH:2][cH:3][cH:4][cH:5][cH:6]1>>[c:1]1([C:7]#[C:8][C:9]2=[N:10][O:11][C:21]3([CH2:20]2)[CH2:22][CH2:23][N:24]([C:27](=[O:28])[O:29][C:30]([CH3:31])([CH3:32])[CH3:33])[CH2:25][CH2:26]3)[cH:2][cH:3][cH:4][cH:5][cH:6]1. Starting materials: Brc1ccccc1, Cc1nn(C)c(NCC(C)(C)C)c1N, Cc1ccccc1, O=C(C=Cc1ccccc1)C=Cc1ccccc1, O=C(C=Cc1ccccc1)C=Cc1ccccc1, O=C(C=Cc1ccccc1)C=Cc1ccccc1, [Pd], [Pd]. The product is Cc1nn(C)c(NCC(C)(C)C)c1Nc1ccccc1. Reaction SMILES: [Br:15][c:16]1[cH:17][cH:18][cH:19][cH:20][cH:21]1.[CH3:1][C:2]([CH2:3][NH:4][c:5]1[n:6]([CH3:12])[n:7][c:8]([CH3:11])[c:9]1[NH2:10])([CH3:13])[CH3:14].[CH3:78][c:79]1[cH:80][cH:81][cH:82][cH:83][cH:84]1.[O:24]=[C:25]([CH:26]=[CH:27][c:28]1[cH:29][cH:30][cH:31][cH:32][cH:33]1)[CH:34]=[CH:35][c:36]1[cH:37][cH:38][cH:39][cH:40][cH:41]1.[O:42]=[C:43]([CH:44]=[CH:45][c:46]1[cH:47][cH:48][cH:49][cH:50][cH:51]1)[CH:52]=[CH:53][c:54]1[cH:55][cH:56][cH:57][cH:58][cH:59]1.[O:60]=[C:61]([CH:62]=[CH:63][c:64]1[cH:65][cH:66][cH:67][cH:68][cH:69]1)[CH:70]=[CH:71][c:72]1[cH:73][cH:74][cH:75][cH:76][cH:77]1.[Pd:22].[Pd:23]>>[CH3:1][C:2]([CH2:3][NH:4][c:5]1[n:6]([CH3:12])[n:7][c:8]([CH3:11])[c:9]1[NH:10][c:16]1[cH:17][cH:18][cH:19][cH:20][cH:21]1)([CH3:13])[CH3:14]. Yield: 38.0%. Procedure details: This compound was prepared from methyl 3-[4-(4-chlorophenyl)-4-fluoropiperidin-1-yl]propionate and 2.5 equivalents of both lithium hexamethyldisilazide and benzyl bromide as described in Step 2 of Example 4 in 38% yield. The product is C(C1=CC=CC=C1)C(C(=O)OC)(CN1CCC(CC1)(F)C1=CC=C(C=C1)Cl)CC1=CC=CC=C1 (Methyl 2,2-Dibenzyl-3-[4-(4-chlorophenyl)-4-fluoropiperidin-1-yl]propionate). RXN SMILES: [Cl:1][C:2]1[CH:7]=[CH:6][C:5]([C:8]2([F:20])[CH2:13][CH2:12][N:11]([CH2:14][CH2:15][C:16]([O:18][CH3:19])=[O:17])[CH2:10][CH2:9]2)=[CH:4][CH:3]=1.C[Si](C)(C)[N-][Si](C)(C)C.[Li+].[CH2:31](Br)[C:32]1[CH:37]=[CH:36][CH:35]=[CH:34][CH:33]=1>>[CH2:31]([C:15]([CH2:8][C:5]1[CH:6]=[CH:7][CH:2]=[CH:3][CH:4]=1)([CH2:14][N:11]1[CH2:10][CH2:9][C:8]([C:5]2[CH:4]=[CH:3][C:2]([Cl:1])=[CH:7][CH:6]=2)([F:20])[CH2:13][CH2:12]1)[C:16]([O:18][CH3:19])=[O:17])[C:32]1[CH:37]=[CH:36][CH:35]=[CH:34][CH:33]=1 |f:1.2|. Starting materials: ClC1=CC=C(C=C1)C1(CCN(CC1)CCC(=O)OC)F (methyl 3-[4-(4-chlorophenyl)-4-fluoropiperidin-1-yl]propionate), C[Si]([N-][Si](C)(C)C)(C)C.[Li+] (lithium hexamethyldisilazide), C(C1=CC=CC=C1)Br (benzyl bromide). Starting materials: BrC=1C=C2C=NNC2=CC1 (5-bromo-1H-indazole), BrCCCl (1-bromo-2-chloroethane), C(=O)([O-])[O-].[K+].[K+] (K2CO3), BrCCCl (1-bromo-2-chloroethane), C(=O)([O-])[O-].[K+].[K+] (K2CO3). Solvent: CN(C)C=O (DMF). Reaction conditions: temperature 40 celsius, time 3 hour. Product: BrC=1C=C2C=NN(C2=CC1)CCCl (5-bromo-1-(2-chloroethyl)-1H-indazole). Yield: 58.2%. As a reaction SMILES: [Br:1][C:2]1[CH:3]=[C:4]2[C:8](=[CH:9][CH:10]=1)[NH:7][N:6]=[CH:5]2.Br[CH2:12][CH2:13][Cl:14].C([O-])([O-])=O.[K+].[K+]>CN(C=O)C>[Br:1][C:2]1[CH:3]=[C:4]2[C:8](=[CH:9][CH:10]=1)[N:7]([CH2:12][CH2:13][Cl:14])[N:6]=[CH:5]2 |f:2.3.4|. Reported procedure: A mixture of 5-bromo-1H-indazole (900 mg, 4.57 mmol), 1-bromo-2-chloroethane (1.31 g, 9.14 mmol) and K2CO3 (1.89 g, 13 7 mmol) in DMF (40 mL) in a sealed pressure flask was heated at 40° C. for 10 h. Additional 1.3 g 1-bromo-2-chloroethane (1.31 g, 9.14 mmol), and K2CO3 (1.89 g, 13 7 mmol) were then added and heating was continued for 3 h. This was filtered, the solvent removed from the filtrate, and the residue chromatographed on silica gel (step gradient elution with hexane containing 0, 5, 10... Reactants: B(Br)(Br)Br (boron tribromide), COC=1C=C(C=CC1OC)NCCC (3,4-dimethoxyphenyl propylamine), [S-]CC.[Na+] (sodium thioethoxide), [S-]C1=CC=CC=C1.[K+] (potassium thiophenoxide), Br (hydrobromic acid), COC=1C=C(C=CC1OC)NCCC (3,4-dimethoxyphenyl propylamine), Br (HBr), C[Si](C)(C)I (trimethylsilyl-iodide), [C-]#N.[Na+] (sodium cyanide). Run in ClCCl (dichloromethane), [Br-].[Br-].[Br-].[Al+3] (aluminium tribromide), C(C)S (ethanethiol), CS(=O)C (DMSO). The product is OC=1C=C(C=CC1O)NCCC (3,4-dihydroxyphenyl propylamine). As a reaction SMILES: C[O:2][C:3]1[CH:4]=[C:5]([NH:11][CH2:12][CH2:13][CH3:14])[CH:6]=[CH:7][C:8]=1[O:9]C.B(Br)(Br)Br.C[Si](I)(C)C.[S-]CC.[Na+].[S-]C1C=CC=CC=1.[K+].[C-]#N.[Na+].Br>ClCCl.CS(C)=O.[Br-].[Br-].[Br-].[Al+3].C(S)C>[OH:2][C:3]1[CH:4]=[C:5]([NH:11][CH2:12][CH2:13][CH3:14])[CH:6]=[CH:7][C:8]=1[OH:9] |f:3.4,5.6,7.8,12.13.14.15|. Procedure: In general, reductive amination of 3,4-dimethoxyphenyl acetone (see FIG. 1) is carried out by using an appropriate amine (ammonia, methylamine, or ethylamine) in the presence of a reducing agent, preferably sodium borohydride or sodium cyanoborohydride, at a temperature from 0° C. to 25° C. to give the desired 3,4-dimethoxyphenyl propylamine (1A). The latter intermediate is then demethylated to give the 3,4-dihydroxyphenyl propylamine. Typically, demethylation of phenolic derivatives is carried ...